From a dataset of the Open Reaction Database (ORD), a public repository of structured organic reaction records. describe an organic reaction: reactants, conditions, products, and yield The reactants are ClC=1C=CC=2C(=C3C(=NC2C1)C=CC(=N3)OC)Cl (7,10-dichloro-2-methoxypyrido[3,2-b]quinoline), CN1CCN(CC1)CCN (2-(4-methylpiperazin-1-yl)ethanamine). Yields the product ClC=1C=CC=2C(=NC3=CC=C(N=C3C2NCCN2CCN(CC2)C)OC)C1 (7-Chloro-2-methoxy-N-(2-(4-methylpiperazin-1-yl)ethyl)benzo[b][1,5]naphthyridin-10-amine). RXN SMILES: [Cl:1][C:2]1[CH:3]=[CH:4][C:5]2[C:6](Cl)=[C:7]3[N:15]=[C:14]([O:16][CH3:17])[CH:13]=[CH:12][C:8]3=[N:9][C:10]=2[CH:11]=1.[CH3:19][N:20]1[CH2:25][CH2:24][N:23]([CH2:26][CH2:27][NH2:28])[CH2:22][CH2:21]1>>[Cl:1][C:2]1[CH:3]=[CH:4][C:5]2[C:10]([CH:11]=1)=[N:9][C:8]1[C:7]([C:6]=2[NH:28][CH2:27][CH2:26][N:23]2[CH2:24][CH2:25][N:20]([CH3:19])[CH2:21][CH2:22]2)=[N:15][C:14]([O:16][CH3:17])=[CH:13][CH:12]=1. Procedure details: Following the general procedure of Example 1 and making non-critical variations but using 7,10-dichloro-2-methoxypyrido[3,2-b]quinoline and 2-(4-methylpiperazin-1-yl)ethanamine, the title compound was obtained; MS (Found M+1=386). 1H NMR (DMSO-d6, 400 Hz): 8.43-8.41 (d, 1H, J=9.2 Hz), 8.12-8.10 (d, 1H, J=9.2 Hz), 7.87 (b, 1H), 7.2 (s, 1H), 7.2.9-7.27 (d, 1H, J=9.2 Hz) 7.25-7.24 (d, 1H, J=9.2 Hz), 4.10 (m, 2H), 4.06 (s, 3H), 2.70-2.68 (m, 2H), 2.33 (b, 8H), 2.14 (s, 3H). Reactants: [OH-].[Na+] (NaOH), ClC=1N=C(NC1COCC1=CC=CC=C1)C(C)C (4-chloro-2-(1-methylethyl)-5-{[(phenylmethyl)oxy]methyl}-1H-imidazole), CS(=O)(=O)O (methanesulfonic acid), ice. Reagents/catalysts: [O-2].[O-2].[Mn+4] (manganese dioxide). Run in C(Cl)Cl (CH2Cl2), O1CCOCC1 (1,4-dioxane), C(Cl)(Cl)Cl (chloroform). Product: ClC=1N=C(NC1C=O)C(C)C (4-chloro-2-(1-methylethyl)-1H-imidazole-5-carbaldehyde). Isolated yield 35.4%. Reaction SMILES: [Cl:1][C:2]1[N:3]=[C:4]([CH:16]([CH3:18])[CH3:17])[NH:5][C:6]=1[CH2:7][O:8]CC1C=CC=CC=1.CS(O)(=O)=O.[OH-].[Na+]>C(Cl)(Cl)Cl.C(Cl)Cl.O1CCOCC1.[O-2].[O-2].[Mn+4]>[Cl:1][C:2]1[N:3]=[C:4]([CH:16]([CH3:18])[CH3:17])[NH:5][C:6]=1[CH:7]=[O:8] |f:2.3,7.8.9|. Reported procedure: A solution of 4-chloro-2-(1-methylethyl)-5-{[(phenylmethyl)oxy]methyl}-1H-imidazole (0.710 g, 2.7 mmol) and methanesulfonic acid (6.8 mL, 105 mmol) in chloroform (14 mL) was stirred at RT for 1 h. The reaction mixture was poured into ice (˜50 g) and the solution was neutralized by addition of 5N NaOH until the pH was 10. The solution was extracted with methyl tert-butyl ether (2×40 mL) followed by n-butanol (3×20 mL). The combined n-butanol extracts were concentrated, azeotroped with toluene, an... Starting materials: O(C1=CC=CC=C1)CCCBr (3-phenoxypropyl bromide), [N+](=O)([O-])C1=CC=C(O1)C=CC=1NC=CN1 (2-[2-(5-nitro-2-furyl)vinyl]imidazole). Yields the product O(C1=CC=CC=C1)CCCN1C(=NC=C1)C=CC=1OC(=CC1)[N+](=O)[O-] (1-(Phenoxypropyl)-2-[2-(5-nitro-2-furyl)vinyl]imidazole). RXN SMILES: [O:1]([CH2:8][CH2:9][CH2:10]Br)[C:2]1[CH:7]=[CH:6][CH:5]=[CH:4][CH:3]=1.[N+:12]([C:15]1[O:19][C:18]([CH:20]=[CH:21][C:22]2[NH:23][CH:24]=[CH:25][N:26]=2)=[CH:17][CH:16]=1)([O-:14])=[O:13]>>[O:1]([CH2:8][CH2:9][CH2:10][N:26]1[CH:25]=[CH:24][N:23]=[C:22]1[CH:21]=[CH:20][C:18]1[O:19][C:15]([N+:12]([O-:14])=[O:13])=[CH:16][CH:17]=1)[C:2]1[CH:7]=[CH:6][CH:5]=[CH:4][CH:3]=1. Procedure: Using the same general procedure of Example 1, the captioned compound was prepared using 3-phenoxypropyl bromide and 2-[2-(5-nitro-2-furyl)vinyl]imidazole. The resulting orange product after recrystallization from ethanol-water melted at 85°-86°. Starting materials: C1CCNCC1, COCCOc1cccc2ccc(CC(CC(NC(=O)OC(C)(C)C)C3CO3)C(C)C)cc12, CC(C)O. Yields the product COCCOc1cccc2ccc(CC(CC(NC(=O)OC(C)(C)C)C(O)CN3CCCCC3)C(C)C)cc12. RXN SMILES: [CH2:34]1[CH2:35][CH2:36][NH:37][CH2:38][CH2:39]1.[CH3:1][O:2][CH2:3][CH2:4][O:5][c:6]1[cH:7][cH:8][cH:9][c:10]2[cH:11][cH:12][c:13]([CH2:16][CH:17]([CH2:18][CH:19]([CH:20]3[O:21][CH2:22]3)[NH:23][C:24]([O:25][C:26]([CH3:27])([CH3:28])[CH3:29])=[O:30])[CH:31]([CH3:32])[CH3:33])[cH:14][c:15]12.[CH:40]([OH:41])([CH3:42])[CH3:43]>>[CH3:1][O:2][CH2:3][CH2:4][O:5][c:6]1[cH:7][cH:8][cH:9][c:10]2[cH:11][cH:12][c:13]([CH2:16][CH:17]([CH2:18][CH:19]([CH:20]([OH:21])[CH2:22][N:37]3[CH2:36][CH2:35][CH2:34][CH2:39][CH2:38]3)[NH:23][C:24]([O:25][C:26]([CH3:27])([CH3:28])[CH3:29])=[O:30])[CH:31]([CH3:32])[CH3:33])[cH:14][c:15]12. Reaction SMILES: [CH2:12]1[CH2:13][CH2:14][NH:15][CH2:16]1.[CH2:18]1[O:19][CH2:20][CH2:21][CH2:22]1.[O-:1][N+:2](=[O:3])[c:4]1[cH:5][cH:6][c:7]([CH2:8][Br:9])[cH:10][cH:11]1.[OH2:17]>>[O-:1][N+:2](=[O:3])[c:4]1[cH:5][cH:6][c:7]([CH2:8][N:15]2[CH2:14][CH2:13][CH2:12][CH2:16]2)[cH:10][cH:11]1. The reactants are C1CCNC1, C1CCOC1, O=[N+]([O-])c1ccc(CBr)cc1, O. The product is O=[N+]([O-])c1ccc(CN2CCCC2)cc1. Starting materials: stainless steel, O.[C@@H]1([C@H](O)[C@H](O)[C@@H](CO)O1)N1C=NC=2C(=O)NC(N)=NC12 (guanosine hydrate), [SiH3]N[SiH3] (disilazane), C1(=CC=CC=C1)C (toluene), ( 1 ), C(C)(C)O.[OH-].[NH4+].O (isopropanol ammonium hydroxide water). Solvent: CO (methanol), CS(=O)C (DMSO). Conditions: temperature 25 celsius, time 5 day. Yields the product C1=NC2=C(N1C3C(C(C(O3)CO)O)O)N=C(N=C2N)N (2.6-Diaminopurine riboside). As a reaction SMILES: O.[C@@H:2]1([N:11]2[C:21]3[N:20]=[C:18]([NH2:19])[NH:17][C:15](=O)[C:14]=3[N:13]=[CH:12]2)[O:10][C@H:7]([CH2:8][OH:9])[C@@H:5]([OH:6])[C@H:3]1[OH:4].[SiH3][NH:23][SiH3].C1(C)C=CC=CC=1.C(O)(C)C.[OH-].[NH4+].O>CS(C)=O.CO>[CH:12]1[N:11]([CH:2]2[O:10][CH:7]([CH2:8][OH:9])[CH:5]([OH:6])[CH:3]2[OH:4])[C:21]2[N:20]=[C:18]([NH2:19])[N:17]=[C:15]([NH2:23])[C:14]=2[N:13]=1 |f:0.1,4.5.6.7|. Reported procedure: To a 2 L stainless steel Parr bomb was added guanosine hydrate (100 g, 0.35 mol, Aldrich), hexamethyl) disilazane (320 mL, 1.52 mol, 4.4 eq.), trimethyl) silyl trifiouromethanesulfonate (8.2 mL), and toluene (350 mL). The bomb was sealed and partially submerged in an oil bath (170° C.; internal T 150° C., 150 psi) for 5 days. The bomb was cooled in a dry ice/acetone bath and opened. The contents were transferred with methanol (300 mL) to a flask and the solvent was evaporated under reduced press... Starting materials: C(C)C=1N(C=C(N1)C=1SC=CN1)C1=CC=C(C=C1)CCNC(OC1=CC=CC=C1)=O (phenyl 2-{4-[2-ethyl-4-(1,3-thiazol-2-yl)-1H-imidazol-1-yl]phenyl}ethylcarbamate), ClC1=CC=C(C=C1)S(=O)(=O)N (4-chlorobenzenesulfonamide). Yields the product ClC1=CC=C(C=C1)S(=O)(=O)NC(=O)NCCC1=CC=C(C=C1)N1C(=NC(=C1)C=1SC=CN1)CC (4-chloro-N-{[(2-{4-[2-ethyl-4-(1,3-thiazol-2-yl)-1H-imidazol-1-yl]phenyl}ethyl)amino]carbonyl}benzenesulfonamide). As a reaction SMILES: [CH2:1]([C:3]1[N:4]([C:13]2[CH:18]=[CH:17][C:16]([CH2:19][CH2:20][NH:21][C:22](=[O:30])OC3C=CC=CC=3)=[CH:15][CH:14]=2)[CH:5]=[C:6]([C:8]2[S:9][CH:10]=[CH:11][N:12]=2)[N:7]=1)[CH3:2].[Cl:31][C:32]1[CH:37]=[CH:36][C:35]([S:38]([NH2:41])(=[O:40])=[O:39])=[CH:34][CH:33]=1>>[Cl:31][C:32]1[CH:33]=[CH:34][C:35]([S:38]([NH:41][C:22]([NH:21][CH2:20][CH2:19][C:16]2[CH:17]=[CH:18][C:13]([N:4]3[CH:5]=[C:6]([C:8]4[S:9][CH:10]=[CH:11][N:12]=4)[N:7]=[C:3]3[CH2:1][CH3:2])=[CH:14][CH:15]=2)=[O:30])(=[O:39])=[O:40])=[CH:36][CH:37]=1. Procedure: The title compound was prepared according to the procedure described in step 2 of Example 18 from phenyl 2-{4-[2-ethyl-4-(1,3-thiazol-2-yl)-1H-imidazol-1-yl]phenyl}ethylcarbamate and 4-chlorobenzenesulfonamide. MS (ESI) m/z 516 [M+H]+, 514 [M−H]−, 1H-NMR (CDCl3)δ1.22 (3H, t, J=7.5 Hz), 2.69 (2H, q, J=7.5 Hz), 2.88 (2H, t, J=6.8 Hz), 3.49-3.56 (2H, m), 6.64 (1H, br), 7.21-7.30 (4H, m), 7.48 (2H, d, J=8.8 Hz), 7.58 (1H, s), 7.77 (2H, d, J=3.3 Hz), 7.80 (2H, d, J=8.8 Hz) The reactants are CN1CCCN(C)C1=O, CN1CCCN(C)C1=O, COC(=O)Cc1ccc(Br)cc1, CC(C)[N-]C(C)C, ICC1CCCC1, [Li+], C1CCOC1. The product is COC(=O)C(CC1CCCC1)c1ccc(Br)cc1. Reaction SMILES: [CH3:28][N:29]1[CH2:30][CH2:31][CH2:32][N:33]([CH3:34])[C:35]1=[O:36].[CH3:42][N:43]1[CH2:44][CH2:45][CH2:46][N:47]([CH3:48])[C:49]1=[O:50].[CH3:9][O:10][C:11]([CH2:12][c:13]1[cH:14][cH:15][c:16]([Br:19])[cH:17][cH:18]1)=[O:20].[CH:1]([N-:2][CH:3]([CH3:4])[CH3:5])([CH3:6])[CH3:7].[I:21][CH2:22][CH:23]1[CH2:24][CH2:25][CH2:26][CH2:27]1.[Li+:8].[O:37]1[CH2:38][CH2:39][CH2:40][CH2:41]1>>[CH3:9][O:10][C:11]([CH:12]([c:13]1[cH:14][cH:15][c:16]([Br:19])[cH:17][cH:18]1)[CH2:22][CH:23]1[CH2:24][CH2:25][CH2:26][CH2:27]1)=[O:20]. The reactants are Cl.OCC1CCNCC1 (4-hydroxymethyl-piperidine-hydrochloride), FC1=CC=C(C#N)C=C1 (4-fluorobenzonitrile), C(C)N(C(C)C)C(C)C (N-ethyl-diisopropylamine). Product: C(#N)C1=CC=C(C=C1)N1CCC(CC1)CO (1-(4-Cyanophenyl)-4-hydroxymethyl-piperidine). As a reaction SMILES: Cl.[OH:2][CH2:3][CH:4]1[CH2:9][CH2:8][NH:7][CH2:6][CH2:5]1.F[C:11]1[CH:18]=[CH:17][C:14]([C:15]#[N:16])=[CH:13][CH:12]=1.C(N(C(C)C)C(C)C)C>>[C:15]([C:14]1[CH:17]=[CH:18][C:11]([N:7]2[CH2:8][CH2:9][CH:4]([CH2:3][OH:2])[CH2:5][CH2:6]2)=[CH:12][CH:13]=1)#[N:16] |f:0.1|. Reported procedure: A solution of 12.2 g of 4-hydroxymethyl-piperidine-hydrochloride, 9.8 g of 4-fluorobenzonitrile and 28.3 ml of N-ethyl-diisopropylamine is heated to 140° C. for 4 hours. After cooling, it is chromatographed over silica gel using methylene chloride and methylene chloride/ethyl acetate (1:1) as eluant. After the solvent has been removed under reduced pressure the residue remaining is triturated with petroleum ether and suction filtered. Yield: 5.1 g (29% of theory), Melting point: 148°-150° C.